From a dataset of the Open Reaction Database (ORD), a public repository of structured organic reaction records. describe an organic reaction: reactants, conditions, products, and yield Reactants: peptide, N1=CC=CC=C1 (pyridine), C1CCOC1 (THF), alcohol, CS(=O)(=O)Cl (methanesulfonyl chloride). Solvent: C(Cl)Cl (CH2Cl2). Reaction conditions: time 17 hour. Product: N1CC(CCC1)COS(=O)(=O)C (Methanesulfonic Acid Piperidin-3-ylmethyl Ester). RXN SMILES: [CH3:1][S:2](Cl)(=[O:4])=[O:3].[N:6]1[CH:11]=[CH:10][CH:9]=[CH:8][CH:7]=1.C1[CH2:16][O:15]CC1>C(Cl)Cl>[NH:6]1[CH2:11][CH2:10][CH2:9][CH:8]([CH2:16][O:15][S:2]([CH3:1])(=[O:4])=[O:3])[CH2:7]1. Procedure details: To the Wang resin (12 g, 1.1 mmol/g) in a 250 mL peptide synthesis vessel was added 120 mL of 0.4 N CDl in anhydrous THF, and shaken at room temperature for 17 hours. The resin was thoroughly washed with CH2Cl2 (3×100 mL ) and THF (3×100 mL) to remove the excess CDl and then treated with 120 mL of 0.4 N 3-piperidinemethanol in THF at room temperature for 17 hours. The resulting resin 1 was washed with DMF (3×100 mL), MeOH (4×100 mL), and CH2Cl2 (4×100 mL) and dried in vacuo. To the alcohol resin...